Dataset: the Open Reaction Database (ORD), a public repository of structured organic reaction records. Task: describe an organic reaction: reactants, conditions, products, and yield Reactants: COC(=O)C1=CNC=C(C1=O)C(=O)OC (4-oxo-1,4-dihydro-pyridine-3,5-dicarboxylic acid dimethyl ester), Heterocycles, CN(C)C=O (DMF), S(=O)(Cl)Cl (thionyl chloride). Yields the product COC(C1=CN=CC(=C1Cl)C(=O)OC)=O (Methyl-4-chloro-5-methoxycarbonyl-nicotinate). Isolated yield 41.0%. As a reaction SMILES: [CH3:1][O:2][C:3]([C:5]1[C:10](=O)[C:9]([C:12]([O:14][CH3:15])=[O:13])=[CH:8][NH:7][CH:6]=1)=[O:4].CN(C=O)C.S(Cl)([Cl:23])=O>>[CH3:1][O:2][C:3](=[O:4])[C:5]1[C:10]([Cl:23])=[C:9]([C:12]([O:14][CH3:15])=[O:13])[CH:8]=[N:7][CH:6]=1. Procedure: A mixture of 16.38 g (77.6 mmol) of 4-oxo-1,4-dihydro-pyridine-3,5-dicarboxylic acid dimethyl ester (prepared according to the method described in S. Zupancic, Heterocycles; 2000; 2033–2042) and 0.5 ml of DMF in 150 ml of thionyl chloride is heated at reflux for 2 hours. Excess thionyl chloride is removed under vacuum and the residue is added to aqueous NaHCO3, and extracted in ethyl acetate. The phases are separated and the organic layer is dried and evaporated. The residue is washed with aqueo... The yield is 22.9%. Procedure: 1-(4-Methoxy-benzoyl)-2-methyl-1,2,3,4-tetrahydro-quinoline-4-carboxylic acid (2.00 g, 6.15 mmol) was suspended in methylene chloride (50 mL). One drop of dimethylformamide was added, followed by oxalyl chloride (1.56 g, 1.07 mL, 12.3 mmol). The suspension became homogeneous on stirring. After 2 hours, the yellow solution was concentrated under reduced pressure and azeotroped with toluene. To a solution of the resulting acid chloride (120 mg, 349 mmol) in methylene chloride (1 mL) was added diis... Reagents/catalysts: CN(C=O)C (dimethylformamide). Solvent: C(C)(=O)OCC (ethyl acetate), C(Cl)Cl (methylene chloride), C(Cl)Cl (methylene chloride). RXN SMILES: [CH3:1][O:2][C:3]1[CH:24]=[CH:23][C:6]([C:7]([N:9]2[C:18]3[C:13](=[CH:14][CH:15]=[CH:16][CH:17]=3)[CH:12]([C:19](O)=[O:20])[CH2:11][CH:10]2[CH3:22])=[O:8])=[CH:5][CH:4]=1.C(Cl)(=O)C(Cl)=O.C(N(C(C)C)CC)(C)C.[CH2:40]([NH:42][CH2:43][C:44]1[CH:49]=[CH:48][CH:47]=[CH:46][CH:45]=1)[CH3:41]>C(Cl)Cl.CN(C)C=O.C(OCC)(=O)C>[CH2:43]([N:42]([CH2:40][CH3:41])[C:19]([C@@H:12]1[C:13]2[C:18](=[CH:17][CH:16]=[CH:15][CH:14]=2)[N:9]([C:7](=[O:8])[C:6]2[CH:5]=[CH:4][C:3]([O:2][CH3:1])=[CH:24][CH:23]=2)[C@@H:10]([CH3:22])[CH2:11]1)=[O:20])[C:44]1[CH:49]=[CH:48][CH:47]=[CH:46][CH:45]=1. Conditions: time 2 hour. Reactants: COC1=CC=C(C(=O)N2C(CC(C3=CC=CC=C23)C(=O)O)C)C=C1 (1-(4-Methoxy-benzoyl)-2-methyl-1,2,3,4-tetrahydro-quinoline-4-carboxylic acid), C(C)NCC1=CC=CC=C1 (ethyl-benzyl-amine), acid chloride, C(C)(C)N(CC)C(C)C (diisopropylethylamine), C(C(=O)Cl)(=O)Cl (oxalyl chloride). The product is C(C1=CC=CC=C1)N(C(=O)[C@H]1C[C@@H](N(C2=CC=CC=C12)C(C1=CC=C(C=C1)OC)=O)C)CC ((±)-trans-1-(4-methoxy-benzoyl)-2-methyl-1,2,3,4-tetrahydro-quinoline-4-carboxylic acid benzyl-ethyl-amide). Reactants: C1CCOC1, CCOC(=O)CCc1c[nH]c2c(-c3noc(-c4cnc(OC(C)C)c(OC)c4)n3)cccc12, Cl, [Na+], [OH-], O. Yields the product COc1cc(-c2nc(-c3cccc4c(CCC(=O)O)c[nH]c34)no2)cnc1OC(C)C. As a reaction SMILES: [CH2:37]1[O:38][CH2:39][CH2:40][CH2:41]1.[CH3:3][CH:4]([CH3:5])[O:6][c:7]1[c:8]([O:34][CH3:35])[cH:9][c:10](-[c:13]2[n:14][c:15](-[c:18]3[cH:19][cH:20][cH:21][c:22]4[c:23]([CH2:27][CH2:28][C:29](=[O:30])[O:31][CH2:32][CH3:33])[cH:24][nH:25][c:26]34)[n:16][o:17]2)[cH:11][n:12]1.[ClH:36].[Na+:2].[OH-:1].[OH2:42]>>[CH3:3][CH:4]([CH3:5])[O:6][c:7]1[c:8]([O:34][CH3:35])[cH:9][c:10](-[c:13]2[n:14][c:15](-[c:18]3[cH:19][cH:20][cH:21][c:22]4[c:23]([CH2:27][CH2:28][C:29](=[O:30])[OH:31])[cH:24][nH:25][c:26]34)[n:16][o:17]2)[cH:11][n:12]1. The reactants are BrC=1C(=CC(=NC1)OC)OCC1CC1 (5-bromo-4-(cyclopropylmethoxy)-2-methoxypyridine), [Li+].[Cl-] (LiCl), S(=O)(=O)(C1=CC=C(C)C=C1)O.O (TsOH H2O). Run in CN(C)C=O (DMF), O (water). Run at temperature 120 celsius, time 1 hour. Product: BrC=1C(=CC(=NC1)O)OCC1CC1 (5-bromo-4-(cyclopropylmethoxy)pyridin-2-ol). The yield is 89.5%. Reaction SMILES: [Br:1][C:2]1[C:3]([O:10][CH2:11][CH:12]2[CH2:14][CH2:13]2)=[CH:4][C:5]([O:8]C)=[N:6][CH:7]=1.[Li+].[Cl-].S(O)(C1C=CC(C)=CC=1)(=O)=O.O>CN(C=O)C.O>[Br:1][C:2]1[C:3]([O:10][CH2:11][CH:12]2[CH2:13][CH2:14]2)=[CH:4][C:5]([OH:8])=[N:6][CH:7]=1 |f:1.2,3.4|. Procedure details: To a solution of the title compound from step 1 (450 mg, 1.74 mmol) in DMF (5 mL) was added LiCl (370 mg, 8.72 mmol) and TsOH H2O (1.52 g, 8.72 mmol) at room temperature. The mixture was heated to 120° C. and stirred for 1 hour. The mixture was diluted with water (100 mL) and extracted with EtOAc (3×100 mL). The combined organic phase was washed with saturated brine (2×200 mL), dried over anhydrous Na2SO4, filtered and concentrated under reduced pressure to afford the title compound (380 mg, yie... Starting materials: O=C([O-])[O-], COCCOC, [K+], [K+], CCOCc1nc2c(N)nc3cc(Br)cnc3c2n1CC(C)(C)O, O, OB(O)c1ccccc1. Product: CCOCc1nc2c(N)nc3cc(-c4ccccc4)cnc3c2n1CC(C)(C)O. As a reaction SMILES: [C:34](=[O:35])([O-:36])[O-:37].[CH3:40][O:41][CH2:42][CH2:43][O:44][CH3:45].[K+:38].[K+:39].[NH2:1][c:2]1[n:3][c:4]2[cH:5][c:6]([Br:24])[cH:7][n:8][c:9]2[c:10]2[c:11]1[n:12][c:13]([CH2:20][O:21][CH2:22][CH3:23])[n:14]2[CH2:15][C:16]([CH3:17])([OH:18])[CH3:19].[OH2:46].[OH:25][B:26]([OH:27])[c:28]1[cH:29][cH:30][cH:31][cH:32][cH:33]1>>[NH2:1][c:2]1[n:3][c:4]2[cH:5][c:6](-[c:28]3[cH:29][cH:30][cH:31][cH:32][cH:33]3)[cH:7][n:8][c:9]2[c:10]2[c:11]1[n:12][c:13]([CH2:20][O:21][CH2:22][CH3:23])[n:14]2[CH2:15][C:16]([CH3:17])([OH:18])[CH3:19]. The reactants are [N+](=O)([O-])C=1C=C(C=CC1)C1=NC=CC=C1 (2-(3-nitrophenyl)pyridine), [H][H] (hydrogen). The reagents and catalysts are [Pd] (palladium). Solvent: C(C)O (ethanol). Product: N1=C(C=CC=C1)C=1C=C(N)C=CC1 (3-(2-Pyridyl)aniline). The yield is 87.9%. As a reaction SMILES: [N+:1]([C:4]1[CH:5]=[C:6]([C:10]2[CH:15]=[CH:14][CH:13]=[CH:12][N:11]=2)[CH:7]=[CH:8][CH:9]=1)([O-])=O.[H][H]>[Pd].C(O)C>[N:11]1[CH:12]=[CH:13][CH:14]=[CH:15][C:10]=1[C:6]1[CH:5]=[C:4]([CH:9]=[CH:8][CH:7]=1)[NH2:1]. Reported procedure: To a solution of 2-(3-nitrophenyl)pyridine (prepared as described in J. Chem. Soc. 1958 p. 1759) (12.7 g, 63.5 mmol) in abs. ethanol is added palladium catalyst (1.3 g 5% Pd on activated carbon) and the mixture is hydrogenated at ambient pressure until the hydrogen uptake has ceased. The mixture is filtered through celite and the filtrate is concentrated under reduced pressure. The residue is purified by column-chromatography on silica gel using a mixture of ethyl acetate and petroleum ether (9:... Starting materials: C1(=CC=CC=2C3=CC=CC=C3CC12)OC(=O)N1CC(OCC1)C(=O)O (4-fluorenyloxycarbonylmorpholine-2-carboxylic acid), C([O-])([O-])=O.[K+].[K+] (potassium carbonate), S(=O)(=O)(OC)OC (dimethyl sulfate). The solvent is CC(=O)C (acetone). Run at time 6 hour. Yields the product C1(=CC=CC=2C3=CC=CC=C3CC12)OC(=O)N1CC(OCC1)C(=O)OC (Methyl 4-fluorenyloxycarbonyl-morpholine-2-carboxylate). Isolated yield 99.2%. As a reaction SMILES: [C:1]1([O:14][C:15]([N:17]2[CH2:22][CH2:21][O:20][CH:19]([C:23]([OH:25])=[O:24])[CH2:18]2)=[O:16])[C:13]2[CH2:12][C:11]3[C:6](=[CH:7][CH:8]=[CH:9][CH:10]=3)[C:5]=2[CH:4]=[CH:3][CH:2]=1.[C:26](=O)([O-])[O-].[K+].[K+].S(OC)(OC)(=O)=O>CC(C)=O>[C:1]1([O:14][C:15]([N:17]2[CH2:22][CH2:21][O:20][CH:19]([C:23]([O:25][CH3:26])=[O:24])[CH2:18]2)=[O:16])[C:13]2[CH2:12][C:11]3[C:6](=[CH:7][CH:8]=[CH:9][CH:10]=3)[C:5]=2[CH:4]=[CH:3][CH:2]=1 |f:1.2.3|. Reported procedure: To a solution of 3.00 g of 4-fluorenyloxycarbonylmorpholine-2-carboxylic acid in 150 mL of acetone was added 1.77 g of potassium carbonate and 1.33 g of dimethyl sulfate. The mixture was heated to reflux and stirred at this temperature for 6 h, then cooled, filtered, and concentrated. The residue was dissolved in 125 mL of Et2O and washed with 50 mL each of saturated NaHCO3, water, and brine. The organic phase was dried over MgSO4 and concentrated to yield 3.10 g of the title compound, which was...